From a dataset of the Open Reaction Database (ORD), a public repository of structured organic reaction records. describe an organic reaction: reactants, conditions, products, and yield The reactants are 17.6, NC1=NC(=NC(=C1)Cl)SC (4-amino-6-chloro-2-methylmercaptopyrimidine), ClC1=C(C(=C(C=C1[N+](=O)[O-])C(F)(F)F)Cl)[N+](=O)[O-] (1,3-dichloro-2,6-dinitro-4-trifluoromethylbenzene), ice water, [OH-].[K+] (potassium hydroxide). Run in CS(=O)C (dimethylsulfoxide), CS(=O)C (dimethylsulfoxide), CS(=O)C (dimethylsulfoxide). Yields the product ClC=1C(=C(C(=CC1C(F)(F)F)[N+](=O)[O-])N1C(N=C(C=C1Cl)N)SC)[N+](=O)[O-] (N-(3'-Chloro-2',6'-dinitro-4'-trifluoromethylphenyl)-4-amino-6-chloro-2-methylmercaptopyrimidine). Reaction SMILES: [OH-].[K+].[NH2:3][C:4]1[CH:9]=[C:8]([Cl:10])[N:7]=[C:6]([S:11][CH3:12])[N:5]=1.Cl[C:14]1[C:19]([N+:20]([O-:22])=[O:21])=[CH:18][C:17]([C:23]([F:26])([F:25])[F:24])=[C:16]([Cl:27])[C:15]=1[N+:28]([O-:30])=[O:29]>CS(C)=O>[Cl:27][C:16]1[C:15]([N+:28]([O-:30])=[O:29])=[C:14]([N:7]2[C:8]([Cl:10])=[CH:9][C:4]([NH2:3])=[N:5][CH:6]2[S:11][CH3:12])[C:19]([N+:20]([O-:22])=[O:21])=[CH:18][C:17]=1[C:23]([F:25])([F:26])[F:24] |f:0.1|. Procedure details: 7.9 parts of finely powdered 85% potassium hydroxide are dissolved in 70 ml of dimethylsulfoxide. To this solution is added dropwise a solution of 17.6 parts of 4-amino-6-chloro-2-methylmercaptopyrimidine in 80 ml of dimethylsulfoxide at about 15° C., and the reaction mixture is subsequently stirred for half an hour at room temperature. Then 30.5 parts of 1,3-dichloro-2,6-dinitro-4-trifluoromethylbenzene in 100 ml of dimethylsulfoxide are added dropwise at about 115° C. The reaction mixture is s... The reactants are Cc1cc(CC(=O)O)on1, Cl, NC1CCC(CCN2CCC(c3cccc4c3OCO4)CC2)CC1. The product is Cc1cc(CC(=O)NC2CCC(CCN3CCC(c4cccc5c4OCO5)CC3)CC2)on1. RXN SMILES: [CH3:26][c:27]1[n:28][o:29][c:30]([CH2:32][C:33](=[O:34])[OH:35])[cH:31]1.[ClH:1].[O:2]1[CH2:3][O:4][c:5]2[c:6]1[cH:7][cH:8][cH:9][c:10]2[CH:11]1[CH2:12][CH2:13][N:14]([CH2:17][CH2:18][CH:19]2[CH2:20][CH2:21][CH:22]([NH2:25])[CH2:23][CH2:24]2)[CH2:15][CH2:16]1>>[O:2]1[CH2:3][O:4][c:5]2[c:6]1[cH:7][cH:8][cH:9][c:10]2[CH:11]1[CH2:12][CH2:13][N:14]([CH2:17][CH2:18][CH:19]2[CH2:20][CH2:21][CH:22]([NH:25][C:33]([CH2:32][c:30]3[o:29][n:28][c:27]([CH3:26])[cH:31]3)=[O:34])[CH2:23][CH2:24]2)[CH2:15][CH2:16]1. The reactants are ClC(C(=O)OCC)=O (Ethyl chlorooxoacetate), C(C)C1=C(C=CC(=C1)C#N)NC(=S)NC(CC)(C)C (1-(2-ethyl-4-cyanophenyl)-3-(1,1-dimethyl-propyl)-thiourea). The solvent is ClCCl (dichloromethane). Run at time 8 hour. The product is CC(CC)(C)N1C(N(C(C1=O)=O)C1=C(C=C(C#N)C=C1)CC)=S (4-[3-(1,1-dimethyl-propyl)-4,5-dioxo-2-thioxo-imidazolidin-1-yl]-3-ethyl-benzonitrile). Isolated yield 59.1%. As a reaction SMILES: Cl[C:2](=[O:8])[C:3]([O:5]CC)=O.[CH2:9]([C:11]1[CH:16]=[C:15]([C:17]#[N:18])[CH:14]=[CH:13][C:12]=1[NH:19][C:20]([NH:22][C:23]([CH3:27])([CH3:26])[CH2:24][CH3:25])=[S:21])[CH3:10]>ClCCl>[CH3:27][C:23]([N:22]1[C:2](=[O:8])[C:3](=[O:5])[N:19]([C:12]2[CH:13]=[CH:14][C:15]([C:17]#[N:18])=[CH:16][C:11]=2[CH2:9][CH3:10])[C:20]1=[S:21])([CH3:26])[CH2:24][CH3:25]. Procedure details: Ethyl chlorooxoacetate (0.82 mL, 7.3 mmol) was added dropwise to a stirring solution of 1-(2-ethyl-4-cyanophenyl)-3-(1,1-dimethyl-propyl)-thiourea (1.0 g, 3.65 mmol) in dichloromethane (30 mL) and the resulting mixture was stirred at room temperature overnight. The mixture was concentrated to afford a residue which was triturated with diethyl ether and hexanes to afford 0.71 g (59%) of 4-[3-(1,1-dimethyl-propyl)-4,5-dioxo-2-thioxo-imidazolidin-1-yl]-3-ethyl-benzonitrile as a yellow solid: mp 172... Reactants: O=C(NC1CCSc2cc(C(=O)Nc3ccnc4c3ccn4CO)ccc21)OCc1ccccc1, CC(=O)[O-], CO, [Na+], C1CCOC1, O. The product is O=C(NC1CCSc2cc(C(=O)Nc3ccnc4[nH]ccc34)ccc21)OCc1ccccc1. Reaction SMILES: [CH2:1]([c:2]1[cH:3][cH:4][cH:5][cH:6][cH:7]1)[O:8][C:9](=[O:10])[NH:11][CH:12]1[CH2:13][CH2:14][S:15][c:16]2[cH:17][c:18]([C:22](=[O:23])[NH:24][c:25]3[c:26]4[c:27]([n:28][cH:29][cH:30]3)[n:31]([CH2:34][OH:35])[cH:32][cH:33]4)[cH:19][cH:20][c:21]21.[CH3:37][C:38](=[O:39])[O-:40].[CH3:42][OH:43].[Na+:36].[O:44]1[CH2:45][CH2:46][CH2:47][CH2:48]1.[OH2:41]>>[CH2:1]([c:2]1[cH:3][cH:4][cH:5][cH:6][cH:7]1)[O:8][C:9](=[O:10])[NH:11][CH:12]1[CH2:13][CH2:14][S:15][c:16]2[cH:17][c:18]([C:22](=[O:23])[NH:24][c:25]3[c:26]4[c:27]([n:28][cH:29][cH:30]3)[nH:31][cH:32][cH:33]4)[cH:19][cH:20][c:21]21. Starting materials: C1(CC1)CNC(C1=CC(=C(C=C1)C)B1OC(C(O1)(C)C)(C)C)=O (N-Cyclopropylmethyl-4-methyl-3-(4,4,5,5-tetramethyl-[1,3,2]dioxaborolan-2-yl)-benzamide), C1(CC1)CNC(C1=CC(=C(C=C1)C)B1OC(C(O1)(C)C)(C)C)=O (N-Cyclopropylmethyl-4-methyl-3-(4,4,5,5-tetramethyl-[1,3,2]dioxaborolan-2-yl)-benzamide), C([O-])([O-])=O.[Na+].[Na+] (sodium carbonate), BrC1=CC2=C(C(=NO2)C2CCNCC2)C=C1 (6-bromo-3-piperidin-4-yl-1,2-benzisoxazole). The reagents and catalysts are [Pd].C1(=CC=CC=C1)P(C1=CC=CC=C1)C1=CC=CC=C1.C1(=CC=CC=C1)P(C1=CC=CC=C1)C1=CC=CC=C1.C1(=CC=CC=C1)P(C1=CC=CC=C1)C1=CC=CC=C1.C1(=CC=CC=C1)P(C1=CC=CC=C1)C1=CC=CC=C1 (tetrakis (triphenylphosphine) palladium (0)). Run in COCCOC (DME). Yields the product C1(CC1)CNC(C1=CC(=C(C=C1)C)C1=CC2=C(C(=NO2)C2CCNCC2)C=C1)=O (N-(Cyclopropylmethyl)-4-methyl-3-(3-piperidin-4-yl-1,2-benzisoxazol-6-yl)benzamide). Isolated yield 50.3%. RXN SMILES: [CH:1]1([CH2:4][NH:5][C:6](=[O:23])[C:7]2[CH:12]=[CH:11][C:10]([CH3:13])=[C:9](B3OC(C)(C)C(C)(C)O3)[CH:8]=2)[CH2:3][CH2:2]1.C(=O)([O-])[O-].[Na+].[Na+].Br[C:31]1[CH:45]=[CH:44][C:34]2[C:35]([CH:38]3[CH2:43][CH2:42][NH:41][CH2:40][CH2:39]3)=[N:36][O:37][C:33]=2[CH:32]=1>[Pd].C1(P(C2C=CC=CC=2)C2C=CC=CC=2)C=CC=CC=1.C1(P(C2C=CC=CC=2)C2C=CC=CC=2)C=CC=CC=1.C1(P(C2C=CC=CC=2)C2C=CC=CC=2)C=CC=CC=1.C1(P(C2C=CC=CC=2)C2C=CC=CC=2)C=CC=CC=1.COCCOC>[CH:1]1([CH2:4][NH:5][C:6](=[O:23])[C:7]2[CH:12]=[CH:11][C:10]([CH3:13])=[C:9]([C:31]3[CH:45]=[CH:44][C:34]4[C:35]([CH:38]5[CH2:39][CH2:40][NH:41][CH2:42][CH2:43]5)=[N:36][O:37][C:33]=4[CH:32]=3)[CH:8]=2)[CH2:2][CH2:3]1 |f:1.2.3,5.6.7.8.9|. Reported procedure: N-Cyclopropylmethyl-4-methyl-3-(4,4,5,5-tetramethyl-[1,3,2]dioxaborolan-2-yl)-benzamide (Intermediate 21, 100 mg), DME (5 ml), aqueous sodium carbonate (1M, 3 ml), tetrakis (triphenylphosphine) palladium (0) (37 mg) and 6-bromo-3-piperidin-4-yl-1,2-benzisoxazole (76 mg) were heated together at 80° C. under nitrogen for 18 h. The solvent was evaporated and the residue was purified by column chromatography on silica (10 g ) eluting with dichloromethane:ethanol:ammonia (100:8:1 to 70:8:1) to give t... Procedure details: A mixture of 0.08 g (0.32 mmole) of 2-chloro-7,7-difluoro-5-methyl-5,7,8,9-tetrahydro-pyrimido[4,5-b][1,4]diazepin-6-one (VII-292), 0.093 g (0.35 mmole) of 4-amino-3-methoxy-N-(1-methyl-piperidin-4-yl)-benzamide, 0.092 g (0.48 mmole) of p-toluenesulfonic acid monohydrate and 4 mL of isopropanol was heated in pressure tube at 120 degrees overnight. After cooling, dichloromethane and saturated sodium carbonate were added. The mixture was extracted twice with dichloromethane. The combined organic l... Isolated yield 33.5%. The product is FC1(C(N(C2=C(NC1)N=C(N=C2)NC2=C(C=C(C(=O)NC1CCN(CC1)C)C=C2)OC)C)=O)F (4-(7,7-difluoro-5-methyl-6-oxo-6,7,8,9-tetrahydro-5H-pyrimido[4,5-b][1,4]diazepin-2-ylamino)-3-methoxy-N-(1-methyl-piperidin-4-yl)-benzamide). Starting materials: C([O-])([O-])=O.[Na+].[Na+] (sodium carbonate), ClC=1N=CC2=C(NCC(C(N2C)=O)(F)F)N1 (2-chloro-7,7-difluoro-5-methyl-5,7,8,9-tetrahydro-pyrimido[4,5-b][1,4]diazepin-6-one), NC1=C(C=C(C(=O)NC2CCN(CC2)C)C=C1)OC (4-amino-3-methoxy-N-(1-methyl-piperidin-4-yl)-benzamide), O.C1(=CC=C(C=C1)S(=O)(=O)O)C (p-toluenesulfonic acid monohydrate). Run in ClCCl (dichloromethane), C(C)(C)O (isopropanol). As a reaction SMILES: Cl[C:2]1[N:3]=[CH:4][C:5]2[N:11]([CH3:12])[C:10](=[O:13])[C:9]([F:15])([F:14])[CH2:8][NH:7][C:6]=2[N:16]=1.[NH2:17][C:18]1[CH:33]=[CH:32][C:21]([C:22]([NH:24][CH:25]2[CH2:30][CH2:29][N:28]([CH3:31])[CH2:27][CH2:26]2)=[O:23])=[CH:20][C:19]=1[O:34][CH3:35].O.C1(C)C=CC(S(O)(=O)=O)=CC=1.C(=O)([O-])[O-].[Na+].[Na+]>ClCCl.C(O)(C)C>[F:14][C:9]1([F:15])[CH2:8][NH:7][C:6]2[N:16]=[C:2]([NH:17][C:18]3[CH:33]=[CH:32][C:21]([C:22]([NH:24][CH:25]4[CH2:26][CH2:27][N:28]([CH3:31])[CH2:29][CH2:30]4)=[O:23])=[CH:20][C:19]=3[O:34][CH3:35])[N:3]=[CH:4][C:5]=2[N:11]([CH3:12])[C:10]1=[O:13] |f:2.3,4.5.6|. The reactants are CCc1cc(C#N)ccc1Br, [Cl-], [K+], [K+], [NH4+], O=C([O-])[O-], CN(C)C=O, OB(O)c1ccccc1, c1ccc(P(c2ccccc2)(c2ccccc2)[Pd](P(c2ccccc2)(c2ccccc2)c2ccccc2)(P(c2ccccc2)(c2ccccc2)c2ccccc2)P(c2ccccc2)(c2ccccc2)c2ccccc2)cc1. The product is CCc1cc(C#N)ccc1-c1ccccc1. Reaction SMILES: [Br:1][c:2]1[c:3]([CH2:10][CH3:11])[cH:4][c:5]([C:6]#[N:7])[cH:8][cH:9]1.[Cl-:27].[K+:21].[K+:22].[NH4+:28].[O-:23][C:24]([O-:25])=[O:26].[O:29]=[CH:30][N:31]([CH3:32])[CH3:33].[OH:12][B:13]([OH:14])[c:15]1[cH:16][cH:17][cH:18][cH:19][cH:20]1.[cH:34]1[cH:35][cH:36][c:37]([P:38]([Pd:39]([P:40]([c:41]2[cH:42][cH:43][cH:44][cH:45][cH:46]2)([c:47]2[cH:48][cH:49][cH:50][cH:51][cH:52]2)[c:53]2[cH:54][cH:55][cH:56][cH:57][cH:58]2)([P:59]([c:60]2[cH:61][cH:62][cH:63][cH:64][cH:65]2)([c:66]2[cH:67][cH:68][cH:69][cH:70][cH:71]2)[c:72]2[cH:73][cH:74][cH:75][cH:76][cH:77]2)[P:78]([c:79]2[cH:80][cH:81][cH:82][cH:83][cH:84]2)([c:85]2[cH:86][cH:87][cH:88][cH:89][cH:90]2)[c:91]2[cH:92][cH:93][cH:94][cH:95][cH:96]2)([c:97]2[cH:98][cH:99][cH:100][cH:101][cH:102]2)[c:103]2[cH:104][cH:105][cH:106][cH:107][cH:108]2)[cH:109][cH:110]1>>[c:2]1(-[c:15]2[cH:16][cH:17][cH:18][cH:19][cH:20]2)[c:3]([CH2:10][CH3:11])[cH:4][c:5]([C:6]#[N:7])[cH:8][cH:9]1.